Dataset: the Open Reaction Database (ORD), a public repository of structured organic reaction records. Task: describe an organic reaction: reactants, conditions, products, and yield The reactants are CCN(C(C)C)C(C)C, COCCl, ClCCl, COC(=O)c1ccc(-c2cccc(CO)c2)cc1. The product is COCOCc1cccc(-c2ccc(C(=O)OC)cc2)c1. As a reaction SMILES: [CH:5]([N:6]([CH:7]([CH3:8])[CH3:9])[CH2:10][CH3:11])([CH3:12])[CH3:13].[Cl:1][CH2:2][O:3][CH3:4].[Cl:32][CH2:33][Cl:34].[OH:14][CH2:15][c:16]1[cH:17][c:18](-[c:22]2[cH:23][cH:24][c:25]([C:28](=[O:29])[O:30][CH3:31])[cH:26][cH:27]2)[cH:19][cH:20][cH:21]1>>[CH2:2]([O:3][CH3:4])[O:14][CH2:15][c:16]1[cH:17][c:18](-[c:22]2[cH:23][cH:24][c:25]([C:28](=[O:29])[O:30][CH3:31])[cH:26][cH:27]2)[cH:19][cH:20][cH:21]1. Reactants: FC1=CC=C(C=C1)N1N=CC2=C1C=NC=C2C(=O)O (1-(4-fluoro-phenyl)-1H-pyrazolo[3,4-c]pyridine-4-carboxylic acid), C(C(=O)Cl)(=O)Cl (oxalyl chloride), C(C(=O)Cl)(=O)Cl (oxalyl chloride), Cl.FC(C=1C=C(C=CC1)C1(CC1)N)(F)F (1-(3-trifluoromethyl-phenyl)-cyclopropylamine hydrochloride), C(C)(C)N(C(C)C)CC (N,N-diisopropylethylamine). The solvent is CN(C=O)C (N,N-dimethylformamide), C(Cl)Cl (methylene chloride), CN(C=O)C (N,N-dimethylformamide), C(Cl)Cl (methylene chloride). Run at time 10 minute. Product: FC(C=1C=C(C=CC1)C1(CC1)NC(=O)C=1C2=C(C=NC1)N(N=C2)C2=CC=C(C=C2)F)(F)F (1-(4-fluoro-phenyl)-1H-pyrazolo[3,4-c]pyridine-4-carboxylic acid [1-(3-trifluoromethyl-phenyl)-cyclopropyl]-amide). Reaction SMILES: [F:1][C:2]1[CH:7]=[CH:6][C:5]([N:8]2[C:12]3[CH:13]=[N:14][CH:15]=[C:16]([C:17]([OH:19])=O)[C:11]=3[CH:10]=[N:9]2)=[CH:4][CH:3]=1.C(Cl)(=O)C(Cl)=O.Cl.[F:27][C:28]([F:40])([F:39])[C:29]1[CH:30]=[C:31]([C:35]2([NH2:38])[CH2:37][CH2:36]2)[CH:32]=[CH:33][CH:34]=1.C(N(CC)C(C)C)(C)C>C(Cl)Cl.CN(C)C=O>[F:27][C:28]([F:39])([F:40])[C:29]1[CH:30]=[C:31]([C:35]2([NH:38][C:17]([C:16]3[C:11]4[CH:10]=[N:9][N:8]([C:5]5[CH:4]=[CH:3][C:2]([F:1])=[CH:7][CH:6]=5)[C:12]=4[CH:13]=[N:14][CH:15]=3)=[O:19])[CH2:36][CH2:37]2)[CH:32]=[CH:33][CH:34]=1 |f:2.3|. Procedure: To a suspension of 1-(4-fluoro-phenyl)-1H-pyrazolo[3,4-c]pyridine-4-carboxylic acid (40.0 mg, 0.156 mmol) in methylene chloride (1 mL) is added oxalyl chloride (14 μL, 0.16 mmol) dropwise. After 10 minutes, a drop of N,N-dimethylformamide is added and the suspension is stirred at room temperature. After 60 minutes, an additional portion of oxalyl chloride (14 μL, 0.16 mmol) and a drop of N,N-dimethylformamide are added. After stirring for 30 minutes, the solvent is removed in vacuo; the residue ... Run at time 24 hour. Yield: 47.7%. The product is C1(=CC=CC=C1)C=1C(=C(C(=NC1C1=CC=CC=C1)C(CC)O)C(=O)NC=1SC=CN1)O (5,6-diphenyl-4-hydroxy-2-(1-hydroxypropyl)-N-(2-thiazolyl)-3-pyridine-carboxamide). Run in O (water). As a reaction SMILES: [C:1]1([C:7]2[C:8]([OH:32])=[C:9]([C:24]([NH:26][C:27]3[S:28][CH:29]=[CH:30][N:31]=3)=[O:25])[C:10]([CH:19]([O:22]C)[CH2:20][CH3:21])=[N:11][C:12]=2[C:13]2[CH:18]=[CH:17][CH:16]=[CH:15][CH:14]=2)[CH:6]=[CH:5][CH:4]=[CH:3][CH:2]=1.C(Cl)Cl.B(Br)(Br)Br>O>[C:1]1([C:7]2[C:8]([OH:32])=[C:9]([C:24]([NH:26][C:27]3[S:28][CH:29]=[CH:30][N:31]=3)=[O:25])[C:10]([CH:19]([OH:22])[CH2:20][CH3:21])=[N:11][C:12]=2[C:13]2[CH:14]=[CH:15][CH:16]=[CH:17][CH:18]=2)[CH:2]=[CH:3][CH:4]=[CH:5][CH:6]=1. Procedure details: A solution of 8.65 g of the product of Step F and 86 ml of methylene chloride was cooled to -70° C. to -60° C. and while maintaining this temperature, 116 ml of a solution of boron tribromide were added. After stirring for 24 hours, the temperature was allowed to return to ambient. The solution was poured into 180 ml of iced water and extracted with methylene chloride. The extracts were washed with water, dried and concentrated under reduced pressure. After chromatography under pressure (methyle... Reactants: C1(=CC=CC=C1)C=1C(=C(C(=NC1C1=CC=CC=C1)C(CC)OC)C(=O)NC=1SC=CN1)O (5,6-diphenyl-4-hydroxy-2-(1-methoxypropyl)-N-(2-thiazolyl)-3-pyridine carboxamide), C(Cl)Cl (methylene chloride), solution, B(Br)(Br)Br (boron tribromide). Starting materials: ClCc1nc2cccnc2s1, c1ccc(N2CCNCC2)nc1. Yields the product c1ccc(N2CCN(Cc3nc4cccnc4s3)CC2)nc1. Reaction SMILES: [Cl:1][CH2:2][c:3]1[s:4][c:5]2[n:6][cH:7][cH:8][cH:9][c:10]2[n:11]1.[n:12]1[c:13]([N:18]2[CH2:19][CH2:20][NH:21][CH2:22][CH2:23]2)[cH:14][cH:15][cH:16][cH:17]1>>[CH2:2]([c:3]1[s:4][c:5]2[n:6][cH:7][cH:8][cH:9][c:10]2[n:11]1)[N:21]1[CH2:20][CH2:19][N:18]([c:13]2[n:12][cH:17][cH:16][cH:15][cH:14]2)[CH2:23][CH2:22]1.